This data is from the Open Reaction Database (ORD), a public repository of structured organic reaction records. The task is: describe an organic reaction: reactants, conditions, products, and yield The reactants are Cl.NC1=CC=C(C=C1)C=1CCC(NN1)=O (6-(4-aminophenyl)-4,5-dihydro-3(2H)-pyridazinone hydrochloride), O1C=CC(C=C1)=O (4H-pyran-4-one), N (ammonia). The solvent is O (water), O (water). Product: O=C1C=CN(C=C1)C1=CC=C(C=C1)C=1CCC(NN1)=O (6-[4-(4-Oxo-1,4-dihydropyridin-1-yl)phenyl]-4,5-dihydro-3(2H)-pyridazinone). As a reaction SMILES: Cl.[NH2:2][C:3]1[CH:8]=[CH:7][C:6]([C:9]2[CH2:10][CH2:11][C:12](=[O:15])[NH:13][N:14]=2)=[CH:5][CH:4]=1.O1[CH:21]=[CH:20][C:19](=[O:22])[CH:18]=[CH:17]1.N>O>[O:22]=[C:19]1[CH:20]=[CH:21][N:2]([C:3]2[CH:8]=[CH:7][C:6]([C:9]3[CH2:10][CH2:11][C:12](=[O:15])[NH:13][N:14]=3)=[CH:5][CH:4]=2)[CH:17]=[CH:18]1 |f:0.1|. Reported procedure: A stirred mixture of 6-(4-aminophenyl)-4,5-dihydro-3(2H)-pyridazinone hydrochloride (1.5 g), 4H-pyran-4-one (0.7 g), and water (20 ml), was heated under reflux for 41/2 hours. The resultant solid was dissolved in the minimum of hot water and the solution was neutralised with ammonia to give the crude product. Recrystallisation from water gave the title compound, 0.73 g, m.p. 270°-272° C. Starting materials: [Br-], C1CCOC1, CN1CCCC1=O, C[Mg+], CCN(C)c1ncc(C(=O)OC(C)C)cc1Cl. The product is CCN(C)c1ncc(C(=O)OC(C)C)cc1C. As a reaction SMILES: [Br-:25].[CH2:28]1[O:29][CH2:30][CH2:31][CH2:32]1.[CH3:18][N:19]1[CH2:20][CH2:21][CH2:22][C:23]1=[O:24].[CH3:26][Mg+:27].[CH:1]([CH3:2])([CH3:3])[O:4][C:5]([c:6]1[cH:7][n:8][c:9]([N:13]([CH3:14])[CH2:15][CH3:16])[c:10]([Cl:12])[cH:11]1)=[O:17]>>[CH:1]([CH3:2])([CH3:3])[O:4][C:5]([c:6]1[cH:7][n:8][c:9]([N:13]([CH3:14])[CH2:15][CH3:16])[c:10]([CH3:18])[cH:11]1)=[O:17]. Procedure details: 5-(2-chloropyridin-3-yl)benzo[d]thiazole was prepared in the similar manner of 6-(2-chloropyridin-3-yl)benzo[d]thiazole by heating the mixture of 5-bromobenzothiazole (1.0 g, 4.67 mmol), 2-chloro-3-pyridine boronic acid pinacol ester (1.34 g, 5.6 mmol), Pd(PPh3)4 (250 mg, 0.22 mmol) and 2M aq.Na2CO3 (7 mL, 14 mmol) in 1,4-dioxane (50 mL). Upon work-up and purification protocol used in the preparation of 6-(2-chloropyridin-3-yl)benzo[d]thiazole provided 5-(2-chloropyridin-3-yl)benzo[d]thiazole as... Starting materials: ClC1=NC=CC=C1C1=CC2=C(N=CS2)C=C1 (6-(2-chloropyridin-3-yl)benzo[d]thiazole), C(=O)([O-])[O-].[Na+].[Na+] (Na2CO3), BrC=1C=CC2=C(N=CS2)C1 (5-bromobenzothiazole), ClC1=NC=CC=C1B1OC(C)(C)C(C)(C)O1 (2-chloro-3-pyridine boronic acid pinacol ester). Reagents/catalysts: C=1C=CC(=CC1)[P](C=2C=CC=CC2)(C=3C=CC=CC3)[Pd]([P](C=4C=CC=CC4)(C=5C=CC=CC5)C=6C=CC=CC6)([P](C=7C=CC=CC7)(C=8C=CC=CC8)C=9C=CC=CC9)[P](C=1C=CC=CC1)(C=1C=CC=CC1)C=1C=CC=CC1 (Pd(PPh3)4). Isolated yield 70.0%. Product: ClC1=NC=CC=C1C=1C=CC2=C(N=CS2)C1 (5-(2-chloropyridin-3-yl)benzo[d]thiazole). RXN SMILES: [Cl:1][C:2]1[C:7]([C:8]2[CH:16]=[CH:15][C:11]3N=CS[C:10]=3[CH:9]=2)=[CH:6][CH:5]=[CH:4][N:3]=1.BrC1C=CC2[S:25][CH:24]=[N:23]C=2C=1.ClC1C(B2OC(C)(C)C(C)(C)O2)=CC=CN=1.C([O-])([O-])=O.[Na+].[Na+]>O1CCOCC1.C1C=CC([P]([Pd]([P](C2C=CC=CC=2)(C2C=CC=CC=2)C2C=CC=CC=2)([P](C2C=CC=CC=2)(C2C=CC=CC=2)C2C=CC=CC=2)[P](C2C=CC=CC=2)(C2C=CC=CC=2)C2C=CC=CC=2)(C2C=CC=CC=2)C2C=CC=CC=2)=CC=1>[Cl:1][C:2]1[C:7]([C:8]2[CH:16]=[CH:15][C:11]3[S:25][CH:24]=[N:23][C:10]=3[CH:9]=2)=[CH:6][CH:5]=[CH:4][N:3]=1 |f:3.4.5,^1:58,60,79,98|. Solvent: O1CCOCC1 (1,4-dioxane).